This data is from the Open Reaction Database (ORD), a public repository of structured organic reaction records. The task is: describe an organic reaction: reactants, conditions, products, and yield The reactants are COC(=O)C(O)C1CC1, CC(C)n1ncnc1-c1cn2c(n1)-c1ccc(O)cc1OCC2, CC(C)OC(=O)N=NC(=O)OC(C)C, C1COCCO1. Product: COC(=O)C(Oc1ccc2c(c1)OCCn1cc(-c3ncnn3C(C)C)nc1-2)C1CC1. RXN SMILES: [CH3:24][O:25][C:26]([CH:27]([OH:28])[CH:29]1[CH2:30][CH2:31]1)=[O:32].[CH:1]([CH3:2])([CH3:3])[n:4]1[n:5][cH:6][n:7][c:8]1-[c:9]1[n:10][c:11]2[n:12]([cH:23]1)[CH2:13][CH2:14][O:15][c:16]1[c:17]-2[cH:18][cH:19][c:20]([OH:22])[cH:21]1.[O:33]=[C:34]([O:35][CH:36]([CH3:37])[CH3:38])[N:39]=[N:40][C:41]([O:42][CH:43]([CH3:44])[CH3:45])=[O:46].[O:47]1[CH2:48][CH2:49][O:50][CH2:51][CH2:52]1>>[CH:1]([CH3:2])([CH3:3])[n:4]1[n:5][cH:6][n:7][c:8]1-[c:9]1[n:10][c:11]2[n:12]([cH:23]1)[CH2:13][CH2:14][O:15][c:16]1[c:17]-2[cH:18][cH:19][c:20]([O:22][CH:27]([C:26]([O:25][CH3:24])=[O:32])[CH:29]2[CH2:30][CH2:31]2)[cH:21]1.